Dataset: the Open Reaction Database (ORD), a public repository of structured organic reaction records. Task: describe an organic reaction: reactants, conditions, products, and yield Reactants: CO, CCOC(C)=O, CCN(C(C)C)C(C)C, ClCCl, CN(C)C(=O)c1cccc(CO)n1, CS(=O)(=O)Cl. Product: CN(C)C(=O)c1cccc(CCl)n1. RXN SMILES: [CH3:28][OH:29].[CH3:33][CH2:34][O:35][C:36]([CH3:37])=[O:38].[CH:19]([N:20]([CH2:21][CH3:22])[CH:23]([CH3:24])[CH3:25])([CH3:26])[CH3:27].[Cl:30][CH2:31][Cl:32].[OH:6][CH2:7][c:8]1[cH:9][cH:10][cH:11][c:12]([C:14](=[O:15])[N:16]([CH3:17])[CH3:18])[n:13]1.[S:1]([CH3:2])(=[O:3])(=[O:4])[Cl:5]>>[Cl:5][CH2:7][c:8]1[cH:9][cH:10][cH:11][c:12]([C:14](=[O:15])[N:16]([CH3:17])[CH3:18])[n:13]1. The reactants are Cc1c2ccc(-c3cc(C4CN5CCNCC5CO4)n4ncnc(N)c34)cc2nn1Cc1ccccc1, CI. The product is Cc1c2ccc(-c3cc(C4CN5CCN(C)CC5CO4)n4ncnc(N)c34)cc2nn1Cc1ccccc1. Reaction SMILES: [CH2:1]([c:2]1[cH:3][cH:4][cH:5][cH:6][cH:7]1)[n:8]1[n:9][c:10]2[cH:11][c:12](-[c:18]3[cH:19][c:20]([CH:28]4[CH2:29][N:30]5[CH:31]([CH2:32][O:33]4)[CH2:34][NH:35][CH2:36][CH2:37]5)[n:21]4[n:22][cH:23][n:24][c:25]([NH2:27])[c:26]34)[cH:13][cH:14][c:15]2[c:16]1[CH3:17].[I:38][CH3:39]>>[CH2:1]([c:2]1[cH:3][cH:4][cH:5][cH:6][cH:7]1)[n:8]1[n:9][c:10]2[cH:11][c:12](-[c:18]3[cH:19][c:20]([CH:28]4[CH2:29][N:30]5[CH:31]([CH2:32][O:33]4)[CH2:34][N:35]([CH3:39])[CH2:36][CH2:37]5)[n:21]4[n:22][cH:23][n:24][c:25]([NH2:27])[c:26]34)[cH:13][cH:14][c:15]2[c:16]1[CH3:17]. The reactants are CN(CC(CC(=O)OC(C)(C)C)Nc1ccc(C#N)c(Cl)c1)S(=O)(=O)c1ccccc1[N+](=O)[O-], [K+], [K+], O=C([O-])[O-], CN(C)C=O, O, Sc1ccccc1. Yields the product CNCC(CC(=O)OC(C)(C)C)Nc1ccc(C#N)c(Cl)c1. RXN SMILES: [Cl:1][c:2]1[cH:3][c:4]([NH:10][CH:11]([CH2:12][C:13](=[O:14])[O:15][C:16]([CH3:17])([CH3:18])[CH3:19])[CH2:20][N:21]([S:22]([c:23]2[cH:24][cH:25][cH:26][cH:27][c:28]2[N+:29]([O-:30])=[O:31])(=[O:32])=[O:33])[CH3:34])[cH:5][cH:6][c:7]1[C:8]#[N:9].[K+:42].[K+:43].[O-:44][C:45]([O-:46])=[O:47].[O:48]=[CH:49][N:50]([CH3:51])[CH3:52].[OH2:53].[c:35]1([SH:36])[cH:37][cH:38][cH:39][cH:40][cH:41]1>>[Cl:1][c:2]1[cH:3][c:4]([NH:10][CH:11]([CH2:12][C:13](=[O:14])[O:15][C:16]([CH3:17])([CH3:18])[CH3:19])[CH2:20][NH:21][CH3:34])[cH:5][cH:6][c:7]1[C:8]#[N:9]. Starting materials: [OH-].[Na+] (sodium hydroxide), FC(C(=O)O)(F)F (trifluoroacetic acid), C1(=CC=CC=C1)C(C1=CC=CC=C1)(C1=CC=CC=C1)Cl (triphenylmethyl chloride), NCCS.Cl (Hydrochloric acid 2-aminoethanethiol). Solvent: ClCCl (dichloromethane). Conditions: time 1 hour. Product: C(C1=CC=CC=C1)(C1=CC=CC=C1)(C1=CC=CC=C1)SCCN (2-(Tritylthio)ethaneamine). Isolated yield 60.5%. Reaction SMILES: [NH2:1][CH2:2][CH2:3][SH:4].Cl.FC(F)(F)C(O)=O.[C:13]1([C:19](Cl)([C:26]2[CH:31]=[CH:30][CH:29]=[CH:28][CH:27]=2)[C:20]2[CH:25]=[CH:24][CH:23]=[CH:22][CH:21]=2)[CH:18]=[CH:17][CH:16]=[CH:15][CH:14]=1.[OH-].[Na+]>ClCCl>[C:19]([S:4][CH2:3][CH2:2][NH2:1])([C:13]1[CH:18]=[CH:17][CH:16]=[CH:15][CH:14]=1)([C:26]1[CH:27]=[CH:28][CH:29]=[CH:30][CH:31]=1)[C:20]1[CH:21]=[CH:22][CH:23]=[CH:24][CH:25]=1 |f:0.1,4.5|. Procedure details: Hydrochloric acid 2-aminoethanethiol (5.16 g, 45.4 mmol) was dissolved in dichloromethane (80 mL), and trifluoroacetic acid (7.0 mL, 90.8 mmol) and triphenylmethyl chloride (13.29 g, 47.7 mmol) were added, followed by stirring at room temperature for 1 hour. A 1N aqueous sodium hydroxide solution (150 mL) was added, and extraction was carried out with dichloromethane (500 mL). The organic layer was washed with saturated brine, and subsequently dried over anhydrous magnesium sulfate. The solvent ... Run at temperature 140 celsius, time 18 hour. Reactants: [F-].[K+] (potassium fluoride), COC(C1=C(C=C(C=C1C)Cl)I)=O (4-chloro-2-iodo-6-methyl-benzoic acid methyl ester), COC(C(F)(F)Cl)=O (chloro-difluoro-acetic acid methyl ester). RXN SMILES: [F-:1].[K+].[CH3:3][O:4][C:5](=[O:15])[C:6]1[C:11]([CH3:12])=[CH:10][C:9]([Cl:13])=[CH:8][C:7]=1I.COC(=O)[C:19](Cl)([F:21])[F:20]>CN(C=O)C.[Cu]I>[CH3:3][O:4][C:5](=[O:15])[C:6]1[C:11]([CH3:12])=[CH:10][C:9]([Cl:13])=[CH:8][C:7]=1[C:19]([F:21])([F:1])[F:20] |f:0.1|. The yield is 67.4%. Procedure details: CuI (1.9 g, 10 mmol) and potassium fluoride (0.58 g, 10 mmol) were added under an N2 atmosphere to a solution of 4-chloro-2-iodo-6-methyl-benzoic acid methyl ester (2.9 g, 9.4 mmol) and chloro-difluoro-acetic acid methyl ester (1.2 mL, 11 mmol) in DMF (25 mL). The mixture was stirred at 140° C. for 18 h. The reaction was cooled and the solvent evaporated. Silica gel column chromatography using 10% ethyl acetate in hexane afforded 4-chloro-2-trifluoromethyl-6-methyl-benzoic acid methyl ester (1.6... Reagents/catalysts: [Cu]I (CuI). The solvent is CN(C)C=O (DMF). Product: COC(C1=C(C=C(C=C1C)Cl)C(F)(F)F)=O (4-chloro-2-trifluoromethyl-6-methyl-benzoic acid methyl ester). Starting materials: crude product, C(C)(=O)O (acetic acid), [P] (Phosphorus), OO (hydrogen peroxide), ice, C(C)P(OC(C)C)(=O)CO (O-isopropyl P-ethyl(hydroxymethyl)phosphinate), C(C)(C)C1=C(C=CC=C1)S(=O)(=O)Cl (2-Isopropylbenzenesulfonyl chloride), ice. The reagents and catalysts are CN(C)C=1C=CN=CC1 (DMAP). The solvent is O (water), C(Cl)Cl (methylene chloride), O (water), C(Cl)Cl (methylene chloride), C(Cl)Cl (methylene chloride), C(Cl)Cl (methylene chloride), C(C)N(CC)CC (triethylamine). Reaction conditions: time 4 day. Yields the product C(C)P(OC(C)C)(=O)COS(=O)(=O)C1=C(C=CC=C1)OC (O-Isopropyl P-Ethyl[[(2-methoxyphenyl)sulfonyloxy]methyl]phosphinate). As a reaction SMILES: [CH2:1]([P:3]([CH2:9][OH:10])(=[O:8])[O:4][CH:5]([CH3:7])[CH3:6])[CH3:2].C([C:14]1[CH:19]=[CH:18][CH:17]=[CH:16][C:15]=1[S:20](Cl)(=[O:22])=[O:21])(C)C.[P].OO.[C:27](O)(=[O:29])C>CN(C1C=CN=CC=1)C.O.C(Cl)Cl.C(N(CC)CC)C>[CH2:1]([P:3]([CH2:9][O:10][S:20]([C:15]1[CH:16]=[CH:17][CH:18]=[CH:19][C:14]=1[O:29][CH3:27])(=[O:22])=[O:21])(=[O:8])[O:4][CH:5]([CH3:7])[CH3:6])[CH3:2]. Procedure details: A solution of 5.65 g of O-isopropyl P-ethyl(hydroxymethyl)phosphinate, (Example 22, Method B), 7.0 ml of triethylamine and 25 ml of methylene chloride was added dropwise over 45 minutes to a mixture of 50 ml of methylene chloride, 8.03 g of crude 2-methoxybenzenesulfonyl chloride, (Example 4), and 0.1 g of DMAP. The reaction temperature was kept between 20° C. and 27° C. during the addition. The reaction was allowed to stir at room temperature for four days and was then diluted with 80 ml of wat... The reactants are COC(=O)C1CCCN1C(=O)C(NC(=O)OC(C)C)c1ccccc1, CCOC(C)=O, CO, [K+], [Li+], [OH-], O, O=S(=O)([O-])O. Product: CC(C)OC(=O)NC(C(=O)N1CCCC1C(=O)O)c1ccccc1. As a reaction SMILES: [CH3:1][O:2][C:3](=[O:4])[CH:5]1[N:6]([C:10]([CH:11]([c:12]2[cH:13][cH:14][cH:15][cH:16][cH:17]2)[NH:18][C:19](=[O:20])[O:21][CH:22]([CH3:23])[CH3:24])=[O:25])[CH2:7][CH2:8][CH2:9]1.[CH3:34][CH2:35][O:36][C:37](=[O:38])[CH3:39].[CH3:40][OH:41].[K+:33].[Li+:27].[OH-:26].[OH2:42].[S:28](=[O:29])(=[O:30])([OH:31])[O-:32]>>[O:2]=[C:3]([OH:4])[CH:5]1[N:6]([C:10]([CH:11]([c:12]2[cH:13][cH:14][cH:15][cH:16][cH:17]2)[NH:18][C:19](=[O:20])[O:21][CH:22]([CH3:23])[CH3:24])=[O:25])[CH2:7][CH2:8][CH2:9]1. The reactants are S(O)(O)(=O)=O (sulfuric acid), O=CC(Cl)(Cl)Cl (Chloral), S(O)(O)(=O)=O (sulfuric acid), C1(=CC=CC=C1)O (phenol). Solvent: O (water). Product: ClC(C(C1=CC=C(C=C1)O)C1=CC=C(C=C1)O)(Cl)Cl (1,1,1-trichloro-2,2-bis(4-hydroxyphenyl)ethane). Yield: 98.2%. RXN SMILES: S(=O)(=O)(O)O.[C:6]1([OH:12])[CH:11]=[CH:10][CH:9]=[CH:8][CH:7]=1.O=[CH:14][C:15]([Cl:18])([Cl:17])[Cl:16]>O>[Cl:16][C:15]([Cl:18])([Cl:17])[CH:14]([C:9]1[CH:10]=[CH:11][C:6]([OH:12])=[CH:7][CH:8]=1)[C:9]1[CH:10]=[CH:11][C:6]([OH:12])=[CH:7][CH:8]=1. Procedure: A 4-necked 3-L flask, equipped with a mechanical stirrer, a nitrogen inlet, and thermometer, is charged with 83% sulfuric acid (640 g). To this sulfuric acid, phenol (354 g) is added at 20° C. Chloral (200 g) in an additional funnel is added dropwise to the phenolic stirring mixture. The reaction temperature is maintained below 30° C. After the addition, the mixture is allowed to stir at room temperature for 18 hours, before water (640 g) is added. The resulting mixture is filtered and washed wi... The reactants are [Cl-], CS(=O)(=O)OCCOC1CCC2(S(=O)(=O)c3ccc(Cl)cc3)c3c(F)ccc(F)c3OCC2C1, [N-]=[N+]=[N-], [NH4+], [Na+], CN(C)C=O. Product: [N-]=[N+]=NCCOC1CCC2(S(=O)(=O)c3ccc(Cl)cc3)c3c(F)ccc(F)c3OCC2C1. Reaction SMILES: [Cl-:44].[Cl:1][c:2]1[cH:3][cH:4][c:5]([S:8](=[O:9])(=[O:10])[C:11]23[CH:12]([CH2:13][O:14][c:15]4[c:16]([F:22])[cH:17][cH:18][c:19]([F:21])[c:20]42)[CH2:23][CH:24]([O:27][CH2:28][CH2:29][O:30][S:31]([CH3:32])(=[O:33])=[O:34])[CH2:25][CH2:26]3)[cH:6][cH:7]1.[N-:35]=[N+:36]=[N-:37].[NH4+:45].[Na+:38].[O:39]=[CH:40][N:41]([CH3:42])[CH3:43]>>[Cl:1][c:2]1[cH:3][cH:4][c:5]([S:8](=[O:9])(=[O:10])[C:11]23[CH:12]([CH2:13][O:14][c:15]4[c:16]([F:22])[cH:17][cH:18][c:19]([F:21])[c:20]42)[CH2:23][CH:24]([O:27][CH2:28][CH2:29][N:35]=[N+:36]=[N-:37])[CH2:25][CH2:26]3)[cH:6][cH:7]1.